This data is from the Open Reaction Database (ORD), a public repository of structured organic reaction records. The task is: describe an organic reaction: reactants, conditions, products, and yield Reactants: COc1ccc(C(=O)Cl)cc1OC, ClCCl, O=[N+]([O-])c1ccc(N2CCNCC2)cc1C1OCCO1, c1ccncc1. Product: COc1ccc(C(=O)N2CCN(c3ccc([N+](=O)[O-])c(C4OCCO4)c3)CC2)cc1OC. Reaction SMILES: [CH3:21][O:22][c:23]1[cH:24][c:25]([C:26](=[O:27])[Cl:28])[cH:29][cH:30][c:31]1[O:32][CH3:33].[Cl:40][CH2:41][Cl:42].[N+:1](=[O:2])([O-:3])[c:4]1[c:5]([CH:16]2[O:17][CH2:18][CH2:19][O:20]2)[cH:6][c:7]([N:10]2[CH2:11][CH2:12][NH:13][CH2:14][CH2:15]2)[cH:8][cH:9]1.[cH:34]1[cH:35][cH:36][n:37][cH:38][cH:39]1>>[N+:1](=[O:2])([O-:3])[c:4]1[c:5]([CH:16]2[O:17][CH2:18][CH2:19][O:20]2)[cH:6][c:7]([N:10]2[CH2:11][CH2:12][N:13]([C:26]([c:25]3[cH:24][c:23]([O:22][CH3:21])[c:31]([O:32][CH3:33])[cH:30][cH:29]3)=[O:27])[CH2:14][CH2:15]2)[cH:8][cH:9]1. Reactants: CC(C)(C)OC(=O)N(C(=O)OC(C)(C)C)c1cc(CC2C(=O)N([Si](C)(C)C(C)(C)C)C2C(=O)OCc2ccccc2)ccn1, O=C([O-])O, CC(=O)O, CO, CCOC(C)=O, [F-], [NH4+], [Na+]. Product: CC(C)(C)OC(=O)N(C(=O)OC(C)(C)C)c1cc(CC2C(=O)NC2C(=O)OCc2ccccc2)ccn1. RXN SMILES: [C:1]([Si:2]([CH3:3])([CH3:4])[N:6]1[CH:7]([C:33](=[O:34])[O:35][CH2:36][c:37]2[cH:38][cH:39][cH:40][cH:41][cH:42]2)[CH:8]([CH2:11][c:12]2[cH:13][c:14]([N:18]([C:19](=[O:20])[O:21][C:22]([CH3:23])([CH3:24])[CH3:25])[C:26](=[O:27])[O:28][C:29]([CH3:30])([CH3:31])[CH3:32])[n:15][cH:16][cH:17]2)[C:9]1=[O:10])([CH3:5])([CH3:43])[CH3:44].[C:59](=[O:60])([OH:61])[O-:62].[CH3:47][C:48](=[O:49])[OH:50].[CH3:51][OH:52].[CH3:53][CH2:54][O:55][C:56](=[O:57])[CH3:58].[F-:45].[NH4+:46].[Na+:63]>>[NH:6]1[CH:7]([C:33](=[O:34])[O:35][CH2:36][c:37]2[cH:38][cH:39][cH:40][cH:41][cH:42]2)[CH:8]([CH2:11][c:12]2[cH:13][c:14]([N:18]([C:19](=[O:20])[O:21][C:22]([CH3:23])([CH3:24])[CH3:25])[C:26](=[O:27])[O:28][C:29]([CH3:30])([CH3:31])[CH3:32])[n:15][cH:16][cH:17]2)[C:9]1=[O:10].